This data is from the Open Reaction Database (ORD), a public repository of structured organic reaction records. The task is: describe an organic reaction: reactants, conditions, products, and yield The reactants are CS(C)=O, IC1CCCCC1, Clc1nc(Cl)c2[nH]cnc2n1. The product is Clc1nc(Cl)c2ncn(C3CCCCC3)c2n1. As a reaction SMILES: [CH3:19][S:20]([CH3:21])=[O:22].[CH:12]1([I:18])[CH2:13][CH2:14][CH2:15][CH2:16][CH2:17]1.[Cl:1][c:2]1[n:3][c:4]([Cl:11])[c:5]2[nH:6][cH:7][n:8][c:9]2[n:10]1>>[Cl:1][c:2]1[n:3][c:4]([Cl:11])[c:5]2[n:6][cH:7][n:8]([CH:12]3[CH2:13][CH2:14][CH2:15][CH2:16][CH2:17]3)[c:9]2[n:10]1. Reactants: COc1cccc2sc(NC(=O)c3ccc(C)s3)nc12, CC(=O)[O-], COC(=O)Nc1nc2c(OC)cccc2s1, CC(=O)O, ClI, [Na+]. The product is COc1ccc(I)c2sc(NC(=O)c3ccc(C)s3)nc12. RXN SMILES: [CH3:1][O:2][c:3]1[cH:4][cH:5][cH:6][c:7]2[c:8]1[n:9][c:10]([NH:12][C:13](=[O:14])[c:15]1[s:16][c:17]([CH3:20])[cH:18][cH:19]1)[s:11]2.[CH3:24][C:25](=[O:26])[O-:27].[CH3:28][O:29][C:30](=[O:31])[NH:32][c:33]1[s:34][c:35]2[cH:36][cH:37][cH:38][c:39]([O:40][CH3:41])[c:42]2[n:43]1.[CH3:44][C:45](=[O:46])[OH:47].[I:21][Cl:22].[Na+:23]>>[CH3:1][O:2][c:3]1[cH:4][cH:5][c:6]([I:21])[c:7]2[c:8]1[n:9][c:10]([NH:12][C:13](=[O:14])[c:15]1[s:16][c:17]([CH3:20])[cH:18][cH:19]1)[s:11]2. Reactants: CN(C)C=NC(C1=CC=C(C=C1)C(=O)N1CC=2N(CC3=C1C=CC=C3)C=CC2)=O (N-(Dimethylaminomethylene)-4-(5H,11H-pyrrolo[2,1-c][1,4]benzodiazepine-10-carbonyl)-benzamide), C(C)(=O)O (acetic acid), NN (hydrazine). The solvent is ClCCl (dichloromethane). The product is C=1C=CN2C1CN(C1=C(C2)C=CC=C1)C(=O)C1=CC=C(C=C1)C=1NN=CN1 ((5H,11H-Pyrrolo[2,1-c][1,4]benzodiazepin-10-yl)-[4-(2H-[1,2,4]triazol-3-yl)-phenyl]-methanone). The yield is 42.4%. As a reaction SMILES: C[N:2]([CH:4]=[N:5][C:6](=O)[C:7]1[CH:12]=[CH:11][C:10]([C:13]([N:15]2[C:21]3[CH:22]=[CH:23][CH:24]=[CH:25][C:20]=3[CH2:19][N:18]3[CH:26]=[CH:27][CH:28]=[C:17]3[CH2:16]2)=[O:14])=[CH:9][CH:8]=1)C.C(O)(=O)C.[NH2:34]N>ClCCl>[CH:28]1[CH:27]=[CH:26][N:18]2[CH2:19][C:20]3[CH:25]=[CH:24][CH:23]=[CH:22][C:21]=3[N:15]([C:13]([C:10]3[CH:11]=[CH:12][C:7]([C:6]4[NH:34][N:2]=[CH:4][N:5]=4)=[CH:8][CH:9]=3)=[O:14])[CH2:16][C:17]=12. Procedure details: A mixture of N-(dimethylaminomethylene)-4-(5H,11H-pyrrolo[2,1-c][1,4]-benzodiazepine-10-carbonyl)-benzamide (1.0 g) from Example 46, glacial acetic acid (15 ml), and anhydrous hydrazine (0.16 g) was refluxed for 15 hours and the volatiles removed in vacuo. Saturated aqueous sodium bicarbonate solution was added and the resultant solid was recovered by filtration. The solid was refluxed for 4 hours and the volatiles removed in vacuo to give a solid. The solid was dissolved in dichloromethane and ...